This data is from the Open Reaction Database (ORD), a public repository of structured organic reaction records. The task is: describe an organic reaction: reactants, conditions, products, and yield Reactants: Cl (HCl), BrC=1C=C2C(=NNC2=CC1)C(=O)NCC1CCN(CC1)C(=O)OC(C)(C)C (Tert-butyl 4-({[(5-bromo-1H-indazol-3-yl)carbonyl]amino}methyl)piperidine-1-carboxylate). The solvent is CCOCC (Et2O), CO (MeOH). Reaction conditions: time 3 hour. Yields the product Cl.BrC=1C=C2C(=NNC2=CC1)C(=O)NCC1CCNCC1 (5-Bromo-N-(piperidin-4-ylmethyl)-1H-indazole-3-carboxamide hydrochloride). The yield is 76.0%. RXN SMILES: [ClH:1].[Br:2][C:3]1[CH:4]=[C:5]2[C:9](=[CH:10][CH:11]=1)[NH:8][N:7]=[C:6]2[C:12]([NH:14][CH2:15][CH:16]1[CH2:21][CH2:20][N:19](C(OC(C)(C)C)=O)[CH2:18][CH2:17]1)=[O:13]>CCOCC.CO>[ClH:1].[Br:2][C:3]1[CH:4]=[C:5]2[C:9](=[CH:10][CH:11]=1)[NH:8][N:7]=[C:6]2[C:12]([NH:14][CH2:15][CH:16]1[CH2:17][CH2:18][NH:19][CH2:20][CH2:21]1)=[O:13] |f:4.5|. Reported procedure: 2M HCl in Et2O (1.8 L) was added to a solution of compound tert-butyl 4-(aminomethyl)piperidine-1-carboxylate 11a (0.24 moles) in MeOH (500 mL). The mixture was stirred for 3 hours at room temperature then the resulting solid was filtered and dried to give 5-Bromo-N-(piperidin-4-ylmethyl)-1H-indazole-3-carboxamide hydrochloride 11 b (76% yield). Reactants: Cl (HCl), Cl (hydrogen chloride), NC1=C(C(=O)OC)C=CC(=C1)C(=O)OC (dimethyl 2-aminoterephthalate), N#CN (cyanamide). The solvent is C(C)#N (acetonitrile). Reaction conditions: temperature 80 celsius. The product is NC=1N=C2C=C(C=CC2C(N1)=O)C(=O)OC (methyl 2-amino-4-oxo-4,4a-dihydroquinazoline-7-carboxylate). The yield is 78.7%. As a reaction SMILES: Cl.[NH2:2][C:3]1[CH:12]=[C:11]([C:13]([O:15][CH3:16])=[O:14])[CH:10]=[CH:9][C:4]=1[C:5](OC)=[O:6].[N:17]#[C:18][NH2:19]>C(#N)C>[NH2:19][C:18]1[N:2]=[C:3]2[CH:4]([C:5](=[O:6])[N:17]=1)[CH:9]=[CH:10][C:11]([C:13]([O:15][CH3:16])=[O:14])=[CH:12]2. Procedure: Concentrated hydrogen chloride aqueous solution (800 μl, 26.1 mmol) was added to a solution of dimethyl 2-aminoterephthalate (1.82 g, 8.69 mmol), and cyanamide (658 mg, 15.6 mmol) in acetonitrile (20 mL). After the HCl addition, the reaction mixture became slurry and it was heated at 80° C. overnight. The reaction mixture was allowed to cool to room temperature and became thick slurry; then the solids were filtered, washed with ethyl ether, and dried to give the crude product (1.50 g, 78.7%) as ...